This data is from the Open Reaction Database (ORD), a public repository of structured organic reaction records. The task is: describe an organic reaction: reactants, conditions, products, and yield Reactants: C1(=CC=CC=C1)C(C(=O)N[C@H](CCCN)C(=O)N[C@H](C)C1=CC=C(C=C1)OCC1=CC=CC=C1)C1=CC=CC=C1 ((R)-N2 -(diphenylacetyl)-(R)-N-[1-(4-benzyloxyphenyl)ethyl]ornithine amide), Cl.N1(N=CC=C1)C(=N)N (1H-pyrazole-1-carboxamidine monohydrochloride), TEA. Solvent: CN(C)C=O (DMF). The product is Cl.C1(=CC=CC=C1)C(C(=O)N[C@H](CCCNC(N)=N)C(=O)N[C@H](C)C1=CC=C(C=C1)OCC1=CC=CC=C1)C1=CC=CC=C1 ((R)-N2 -(Diphenylacetyl)-(R)-N-[1-(4-benzyloxyphenyl)ethyl]arginine amide hydrochloride). The yield is 73.4%. Reaction SMILES: [C:1]1([CH:7]([C:35]2[CH:40]=[CH:39][CH:38]=[CH:37][CH:36]=2)[C:8]([NH:10][C@@H:11]([C:16]([NH:18][C@@H:19]([C:21]2[CH:26]=[CH:25][C:24]([O:27][CH2:28][C:29]3[CH:34]=[CH:33][CH:32]=[CH:31][CH:30]=3)=[CH:23][CH:22]=2)[CH3:20])=[O:17])[CH2:12][CH2:13][CH2:14][NH2:15])=[O:9])[CH:6]=[CH:5][CH:4]=[CH:3][CH:2]=1.[ClH:41].[N:42]1([C:47](N)=[NH:48])C=CC=N1>CN(C=O)C>[ClH:41].[C:35]1([CH:7]([C:1]2[CH:6]=[CH:5][CH:4]=[CH:3][CH:2]=2)[C:8]([NH:10][C@@H:11]([C:16]([NH:18][C@@H:19]([C:21]2[CH:22]=[CH:23][C:24]([O:27][CH2:28][C:29]3[CH:34]=[CH:33][CH:32]=[CH:31][CH:30]=3)=[CH:25][CH:26]=2)[CH3:20])=[O:17])[CH2:12][CH2:13][CH2:14][NH:15][C:47](=[NH:42])[NH2:48])=[O:9])[CH:40]=[CH:39][CH:38]=[CH:37][CH:36]=1 |f:1.2,4.5|. Reported procedure: Prepared according to the method described in Example 6(e) above from (R)-N2 -(diphenylacetyl)-(R)-N-[1-(4-benzyloxyphenyl)ethyl]ornithine amide (0.38 g; 0.71 mmol; from step (d) above), 1H-pyrazole-1-carboxamidine monohydrochloride (0.10 g; 0.71 mmol), TEA (0.14 g, 1.42 mmol) and DMF (5 mL), 18 hours reaction time. The resulting solution was concentrated and chromatographed on silica eluting with MeOH:CHCl3 :conc. NH4OH (3:6:1) and converted to the hydrochloride salt to afford the title compoun... Reactants: ClCCl, COCCOCCOC(=O)C#CC(O)c1cc(OC)c(OC)c(OC)c1. Product: COCCOCCOC(=O)C#CC(=O)c1cc(OC)c(OC)c(OC)c1. As a reaction SMILES: [CH2:27]([Cl:28])[Cl:29].[OH:1][CH:2]([C:3]#[C:4][C:5](=[O:6])[O:7][CH2:8][CH2:9][O:10][CH2:11][CH2:12][O:13][CH3:14])[c:15]1[cH:16][c:17]([O:25][CH3:26])[c:18]([O:23][CH3:24])[c:19]([O:21][CH3:22])[cH:20]1>>[O:1]=[C:2]([C:3]#[C:4][C:5](=[O:6])[O:7][CH2:8][CH2:9][O:10][CH2:11][CH2:12][O:13][CH3:14])[c:15]1[cH:16][c:17]([O:25][CH3:26])[c:18]([O:23][CH3:24])[c:19]([O:21][CH3:22])[cH:20]1. Starting materials: CN(C(=O)SC=1C=C2C(=C(C=NC2=CC1)[N+](=O)[O-])C1=CC=CC=C1)C (6-(N,N-dimethylcarbamoylthio)-3-nitro-4-phenylquinoline), [OH-].[Na+] (NaOH), CO (methanol), Cl (hydrochloric acid). Run in O1CCOCC1 (dioxane), O (water). Conditions: time 7 hour. The product is SC=1C=C2C(=C(C=NC2=CC1)[N+](=O)[O-])C1=CC=CC=C1 (6-mercapto-3-nitro-4-phenylquinoline). Reaction SMILES: CN(C)C([S:5][C:6]1[CH:7]=[C:8]2[C:13](=[CH:14][CH:15]=1)[N:12]=[CH:11][C:10]([N+:16]([O-:18])=[O:17])=[C:9]2[C:19]1[CH:24]=[CH:23][CH:22]=[CH:21][CH:20]=1)=O.[OH-].[Na+].CO.Cl>O1CCOCC1.O>[SH:5][C:6]1[CH:7]=[C:8]2[C:13](=[CH:14][CH:15]=1)[N:12]=[CH:11][C:10]([N+:16]([O-:18])=[O:17])=[C:9]2[C:19]1[CH:24]=[CH:23][CH:22]=[CH:21][CH:20]=1 |f:1.2|. Reported procedure: To a solution of 6-(N,N-dimethylcarbamoylthio)-3-nitro-4-phenylquinoline (2.50 g) in dioxane (100 ml) were added 2N-NaOH (50 ml) and methanol (20 ml), and the whole was stirred for 7 hrs. at room temperature. After diluted with water, the mixture was acidified with hydrochloric acid. The precipitating crystals were collected by filtration and recrystallized from acetone to give 6-mercapto-3-nitro-4-phenylquinoline as yellow needles. Yield 1.68 g (84.0%). m.p. 160°-163° C. Product: COCCCCCCOC1=CC=C(C=C1)C1=CC(=NO1)C1=CC=C(C(=O)O)C=C1 (4-[5-[4-(6-methoxyhexyloxy)phenyl]isoxazol-3-yl]benzoic acid). Solvent: C(C)O (ethanol), O1CCCC1 (tetrahydrofuran). As a reaction SMILES: C[O:2][C:3](=[O:30])[C:4]1[CH:9]=[CH:8][C:7]([C:10]2[CH:14]=[C:13]([C:15]3[CH:20]=[CH:19][C:18]([O:21][CH2:22][CH2:23][CH2:24][CH2:25][CH2:26][CH2:27][O:28][CH3:29])=[CH:17][CH:16]=3)[O:12][N:11]=2)=[CH:6][CH:5]=1.[OH-].[Na+].Cl>C(O)C.O1CCCC1>[CH3:29][O:28][CH2:27][CH2:26][CH2:25][CH2:24][CH2:23][CH2:22][O:21][C:18]1[CH:17]=[CH:16][C:15]([C:13]2[O:12][N:11]=[C:10]([C:7]3[CH:6]=[CH:5][C:4]([C:3]([OH:30])=[O:2])=[CH:9][CH:8]=3)[CH:14]=2)=[CH:20][CH:19]=1 |f:1.2|. The reactants are COC(C1=CC=C(C=C1)C1=NOC(=C1)C1=CC=C(C=C1)OCCCCCCOC)=O (4-[5-[4-(6-methoxyhexyloxy)phenyl]isoxazol-3-yl]benzoic acid methyl ester), Cl (hydrochloric acid), [OH-].[Na+] (sodium hydroxide). Isolated yield 99.8%. Reported procedure: To a solution of 4-[5-[4-(6-methoxyhexyloxy)phenyl]isoxazol-3-yl]benzoic acid methyl ester (1.0 g) in a mixture of ethanol (10 ml) and tetrahydrofuran (20 ml) was added 10% sodium hydroxide aqueous solution (4.4 ml) and refluxed for 1 hour. The reaction mixture was adjusted to pH 1-2 with 1N-hydrochloric acid, and the resulting precipitate was collected by filtration to give 4-[5-[4-(6-methoxyhexyloxy)phenyl]isoxazol-3-yl]benzoic acid (964.2 mg).